Dataset: the Open Reaction Database (ORD), a public repository of structured organic reaction records. Task: describe an organic reaction: reactants, conditions, products, and yield Reactants: C(C)(C)(C)OC(=O)NC1C(CC2=CC=CC=C12)C(=O)O (rac-(1R,2R)-1-[(tert-butoxycarbonyl)amino]indane-2-carboxylic acid), CO (methanol), S(=O)(Cl)Cl (thionyl chloride). Conditions: time 8 hour. The product is Cl.NC1C(CC2=CC=CC=C12)C(=O)OC (methyl rac-(1R,2R)-1-aminoindane-2-carboxylate hydrochloride). As a reaction SMILES: C(OC([NH:8][CH:9]1[C:17]2[C:12](=[CH:13][CH:14]=[CH:15][CH:16]=2)[CH2:11][CH:10]1[C:18]([OH:20])=[O:19])=O)(C)(C)C.S(Cl)([Cl:23])=O.[CH3:25]O>>[ClH:23].[NH2:8][CH:9]1[C:17]2[C:12](=[CH:13][CH:14]=[CH:15][CH:16]=2)[CH2:11][CH:10]1[C:18]([O:20][CH3:25])=[O:19] |f:3.4|. Reported procedure: To a suspension of 750 mg of rac-(1R,2R)-1-[(tert-butoxycarbonyl)amino]indane-2-carboxylic acid in 15 ml of methanol was added 0.40 ml of thionyl chloride, followed by stirring overnight. The solvent was evaporated to about a half amount thereof under reduced pressure, to the obtained residue was added diethyl ether, and the insoluble material was collected by filtration and dried to obtain 512 mg of methyl rac-(1R,2R)-1-aminoindane-2-carboxylate hydrochloride. The reactants are BrC=1C=CC(=C(C#N)C1)C(=O)N1CCN(CC1)C1=C(C=C(C=C1)C)C (5-bromo-2-[4-(2,4-dimethylphenyl)piperazine-1-carbonyl]benzonitrile), N1C(CCC1)=O (pyrrolidin-2-one). Yields the product CC1=C(C=CC(=C1)C)N1CCN(CC1)C(=O)C1=C(C#N)C=C(C=C1)N1C(CCC1)=O (2-[4-(2,4-dimethylphenyl)piperazine-1-carbonyl]-5-(2-oxopyrrolidin-1-yl)benzonitrile). Reaction SMILES: Br[C:2]1[CH:3]=[CH:4][C:5]([C:10]([N:12]2[CH2:17][CH2:16][N:15]([C:18]3[CH:23]=[CH:22][C:21]([CH3:24])=[CH:20][C:19]=3[CH3:25])[CH2:14][CH2:13]2)=[O:11])=[C:6]([CH:9]=1)[C:7]#[N:8].[NH:26]1[CH2:30][CH2:29][CH2:28][C:27]1=[O:31]>>[CH3:25][C:19]1[CH:20]=[C:21]([CH3:24])[CH:22]=[CH:23][C:18]=1[N:15]1[CH2:16][CH2:17][N:12]([C:10]([C:5]2[CH:4]=[CH:3][C:2]([N:26]3[CH2:30][CH2:29][CH2:28][C:27]3=[O:31])=[CH:9][C:6]=2[C:7]#[N:8])=[O:11])[CH2:13][CH2:14]1. Procedure details: Using 5-bromo-2-[4-(2,4-dimethylphenyl)piperazine-1-carbonyl]benzonitrile (398 mg) described in Preparation Example 188 and pyrrolidin-2-one (115 μL) and by the reaction and treatment in the same manner as in Example 262, the title compound (377 mg) was obtained. Reactants: C(C)(C)N1CCC(CC1)N1C([C@H](CCC1)NS(=O)(=O)C=CC=1SC(=CC1)Cl)=O ((S)-2-(5-Chloro-thiophen-2-yl)-ethenesulfonic acid (1′-isopropyl-2-oxo-[1,4′]bipiperidinyl-3-yl)-amide). The reagents and catalysts are [Pd] (Pd/C). Run in CO (MeOH). The product is C(C)(C)N1CCC(CC1)N1C([C@H](CCC1)NS(=O)(=O)CCC=1SC=CC1)=O ((S)-2-Thiophen-2-yl-ethanesulfonic acid (1′-isopropyl-2-oxo-[1,4′]bipiperidinyl-3-yl)-amide). Reaction SMILES: [CH:1]([N:4]1[CH2:9][CH2:8][CH:7]([N:10]2[CH2:15][CH2:14][CH2:13][C@H:12]([NH:16][S:17]([CH:20]=[CH:21][C:22]3[S:23][C:24](Cl)=[CH:25][CH:26]=3)(=[O:19])=[O:18])[C:11]2=[O:28])[CH2:6][CH2:5]1)([CH3:3])[CH3:2]>CO.[Pd]>[CH:1]([N:4]1[CH2:9][CH2:8][CH:7]([N:10]2[CH2:15][CH2:14][CH2:13][C@H:12]([NH:16][S:17]([CH2:20][CH2:21][C:22]3[S:23][CH:24]=[CH:25][CH:26]=3)(=[O:19])=[O:18])[C:11]2=[O:28])[CH2:6][CH2:5]1)([CH3:3])[CH3:2]. Procedure: A mixture of (S)-2-(5-chloro-thiophen-2-yl)-ethenesulfonic acid (1′-isopropyl-2-oxo-[1,4′]bipiperidinyl-3-yl)-amide (example 31, 10 mg) in MeOH (1.0 mL) was hydrogenated in the presence of catalytic amount of 5% Pd/C at 1 atm 1 hr. Filtration and HPLC purification (30% to 100% acetonitrile/water gradient) gave the desired product as a white solid. LC-MS found: (M+1)+=414.41. Reactants: C(C)(C)(C)OC(=O)N[C@@H]1CC[C@H](CC1)CC(=O)N[C@@H](CC=1C(=C(C(=O)O)C=CC1)OC)B1OC2(C3C(C(CC2O1)C3)(C)C)C (3-((2R)-2-(2-(trans-4-(tert-butoxycarbonylamino)cyclohexyl)acetamido)-2-(2,9,9-trimethyl-3,5-dioxa-4-bora-tricyclo[6.1.1.02,6]dec-4-yl)ethyl)-2-methoxybenzoic acid), B(Cl)(Cl)Cl (BCl3). The product is N[C@@H]1CC[C@H](CC1)CC(=O)N[C@@H]1B(OC2=C(C1)C=CC=C2C(=O)O)O ((R)-3-(2-(trans-4-aminocyclohexyl)acetamido)-2-hydroxy-3,4-dihydro-2H-benzo[e][1,2]oxaborinine-8-carboxylic acid). Reaction SMILES: C(OC([NH:8][C@H:9]1[CH2:14][CH2:13][C@H:12]([CH2:15][C:16]([NH:18][C@H:19]([B:32]2OC3C(C)(C4CC(C3)C4(C)C)[O:33]2)[CH2:20][C:21]2[C:22]([O:30]C)=[C:23]([CH:27]=[CH:28][CH:29]=2)[C:24]([OH:26])=[O:25])=[O:17])[CH2:11][CH2:10]1)=O)(C)(C)C.B(Cl)(Cl)Cl>>[NH2:8][C@H:9]1[CH2:10][CH2:11][C@H:12]([CH2:15][C:16]([NH:18][C@H:19]2[CH2:20][C:21]3[CH:29]=[CH:28][CH:27]=[C:23]([C:24]([OH:26])=[O:25])[C:22]=3[O:30][B:32]2[OH:33])=[O:17])[CH2:13][CH2:14]1. Procedure: Prepared from 3-((2R)-2-(2-(trans-4-(tert-butoxycarbonylamino)cyclohexyl)acetamido)-2-(2,9,9-trimethyl-3,5-dioxa-4-bora-tricyclo[6.1.1.02,6]dec-4-yl)ethyl)-2-methoxybenzoic acid and BCl3 following the procedure described in Step 2 of Example 1. The crude product was purified by reverse phase preparative HPLC and dried using lyophilization. ESI-MS m/z 347 (MH)+. The reactants are C(CCC)OC1=CC=C(C=C1)CCC(N(C)C)C (4-butoxy-N,N,α-trimethylbenzenepropanamine), compound, IC (iodomethane). Run in CCOCC (ether). The product is [I-].C(CCC)OC1=CC=C(C=C1)CCC([N+](C)(C)C)C (4-Butoxy-N,N,N,α-tetramethylbenzenepropanaminium iodide). The yield is 31.0%. Reaction SMILES: [CH2:1]([O:5][C:6]1[CH:11]=[CH:10][C:9]([CH2:12][CH2:13][CH:14]([CH3:18])[N:15]([CH3:17])[CH3:16])=[CH:8][CH:7]=1)[CH2:2][CH2:3][CH3:4].[I:19][CH3:20]>CCOCC>[I-:19].[CH2:1]([O:5][C:6]1[CH:7]=[CH:8][C:9]([CH2:12][CH2:13][CH:14]([CH3:18])[N+:15]([CH3:20])([CH3:17])[CH3:16])=[CH:10][CH:11]=1)[CH2:2][CH2:3][CH3:4] |f:3.4|. Procedure details: To an ether solution containing 1.0 g of 4-butoxy-N,N,α-trimethylbenzenepropanamine (the free base of the compound prepared in Example 41B) was added 2.5 ml of iodomethane and, over a period of 4 hours an oil separated from the solution. The solvent was evaporated and the residue was crystallized from ethyl acetate to give 0.48 g (31% yield) of the desired titled compound, m.p. 160°-165° C.